Dataset: the Open Reaction Database (ORD), a public repository of structured organic reaction records. Task: describe an organic reaction: reactants, conditions, products, and yield Reactants: ClC=1C=C(C=CC1Cl)C1=C(C=C(C=C1)C1(CC1)C#N)F (1-(3′,4′-dichloro-2-fluoro[1,1′-biphenyl]-4-yl)-cyclopropanenitrile), [OH-].[K+] (potassium hydroxide), CO (methanol), Cl (hydrogen chloride). Solvent: O (water), O (water). Conditions: temperature 2.5 celsius. Product: ClC=1C=C(C=CC1Cl)C1=C(C=C(C=C1)C1(CC1)C(=O)O)F (1-(3′,4′-dichloro-2-fluoro[1,1′-biphenyl]-4-yl)-cyclopropanecarboxylic acid), powder. The yield is 68.0%. As a reaction SMILES: [Cl:1][C:2]1[CH:3]=[C:4]([C:9]2[CH:14]=[CH:13][C:12]([C:15]3([C:18]#N)[CH2:17][CH2:16]3)=[CH:11][C:10]=2[F:20])[CH:5]=[CH:6][C:7]=1[Cl:8].[OH-:21].[K+].Cl.C[OH:25]>O>[Cl:1][C:2]1[CH:3]=[C:4]([C:9]2[CH:14]=[CH:13][C:12]([C:15]3([C:18]([OH:25])=[O:21])[CH2:17][CH2:16]3)=[CH:11][C:10]=2[F:20])[CH:5]=[CH:6][C:7]=1[Cl:8] |f:1.2|. Reported procedure: 1-(3′,4′-dichloro-2-fluoro[1,1′-biphenyl]-4-yl)-cyclopropanenitrile (14.3 g, 0.047 mol) was dissolved in a mixture of methanol (143 ml) and water (71.5 ml), potassium hydroxide (35.1 g, 0.563 mol) was added portion-wise, and the mixture was refluxed for 48 hours. The reaction mixture was cooled and poured in a solution of aqueous hydrogen chloride 36% (57 ml) in water (57 ml) at 20 to 25° C. The suspension was stirred and filtered; the solid was repeatedly washed with water and dried at 40° C. u... The reactants are FC=1C=C(OC2=CC=C(C=C2)O)C=C(C1)F (4-(3,5-difluorophenoxy)phenol), ClCCNC(OCC)=O (ethyl N-2-chloroethylcarbamate), C([O-])([O-])=O.[K+].[K+] (potassium carbonate), Ice water, resultant mixture. Solvent: CN(C=O)C (dimethylformamide). Conditions: temperature 100 celsius, time 3 hour. The product is FC=1C=C(OC2=CC=C(OCCNC(OCC)=O)C=C2)C=C(C1)F (ethyl N-2-[4-(3,5-difluorophenoxy)phenoxy]ethylcarbamate). Yield: 79.7%. RXN SMILES: [F:1][C:2]1[CH:3]=[C:4]([CH:13]=[C:14]([F:16])[CH:15]=1)[O:5][C:6]1[CH:11]=[CH:10][C:9]([OH:12])=[CH:8][CH:7]=1.Cl[CH2:18][CH2:19][NH:20][C:21](=[O:25])[O:22][CH2:23][CH3:24].C(=O)([O-])[O-].[K+].[K+]>CN(C)C=O>[F:1][C:2]1[CH:3]=[C:4]([CH:13]=[C:14]([F:16])[CH:15]=1)[O:5][C:6]1[CH:7]=[CH:8][C:9]([O:12][CH2:18][CH2:19][NH:20][C:21](=[O:25])[O:22][CH2:23][CH3:24])=[CH:10][CH:11]=1 |f:2.3.4|. Reported procedure: A mixture of 4-(3,5-difluorophenoxy)phenol (0.50 g), ethyl N-2-chloroethylcarbamate (0.375 g), potassium carbonate (0.621 g) and anhydrous dimethylformamide (10 ml) was stirred at 100° C. for 3 hours, followed by cooling to room temperature. Ice-water (50 ml) was poured to the resultant mixture, which was extracted with toluene (50 ml). The toluene extract was washed with water and dried over anhydrous sodium sulfate. The toluene extract was concentrated under reduced pressure to give an oily re... Reactants: CC1=NC(=NC(=C1)C)S(=O)(=O)C (4,6-dimethyl-2-(methylsulfonyl)pyrimidine), three, O[C@H](C(=O)[O-])C(C1=CC=CC=C1)(C1=CC=CC=C1)OC.Cl[C@@H](C[NH3+])C1=CC=C(C=C1)Cl ((R)-2,4-dichlorophenylethyl ammonium (S)-2-hydroxy-3-methoxy-3,3-diphenylpropionate), CC(C)([O-])C.[Na+] (sodium tertiary butoxide), O (water). Run in CN(C)C=O (DMF). Run at time 4 hour. Yields the product CC=1C=C(N=C(N1)O[C@H](C(=O)O)C(C=2C=CC=CC2)(C=3C=CC=CC3)OC)C (Ambrisentan). RXN SMILES: [OH:1][C@@H:2]([C:6]([O:19][CH3:20])([C:13]1[CH:18]=[CH:17][CH:16]=[CH:15][CH:14]=1)[C:7]1[CH:12]=[CH:11][CH:10]=[CH:9][CH:8]=1)[C:3]([O-:5])=[O:4].Cl[C@H](C1C=CC(Cl)=CC=1)C[NH3+].CC(C)([O-])C.[Na+].[CH3:38][C:39]1[CH:44]=[C:43]([CH3:45])[N:42]=[C:41](S(C)(=O)=O)[N:40]=1.O>CN(C=O)C>[CH3:45][C:43]1[CH:44]=[C:39]([CH3:38])[N:40]=[C:41]([O:1][C@@H:2]([C:6]([O:19][CH3:20])([C:7]2[CH:12]=[CH:11][CH:10]=[CH:9][CH:8]=2)[C:13]2[CH:18]=[CH:17][CH:16]=[CH:15][CH:14]=2)[C:3]([OH:5])=[O:4])[N:42]=1 |f:0.1,2.3|. Reported procedure: In a 25 mL three neck flask with stirring arrangement, (1 gm) (R)-2,4-dichlorophenylethyl ammonium (S)-2-hydroxy-3-methoxy-3,3-diphenylpropionate and (0.622 gm) sodium tertiary butoxide (6.488 mmol) in 10 ml DMF at 25° C. were taken and stirred for 5 min. (0.604 gm) 4,6-dimethyl-2-(methylsulfonyl)pyrimidine (3.244 mmol) was added to the reaction mixture in one lot. The reaction mixture was stirred at room temperature for 4 hours and subsequently dumped into cold water and aqueous layer was washe... The reactants are C1C(C)O1 (Propylene oxide), C(CN)N (ethylenediamine). The solvent is C(C)O (ethanol), CCOCC (ether). Conditions: temperature 20 celsius. The product is OC(CNCCNCC(C)O)C (N,N'-bis(2-hydroxypropyl)ethylenediamine). Yield: 28.5%. RXN SMILES: [CH2:1]1[O:4][CH:2]1[CH3:3].[CH2:5]([NH2:8])[CH2:6][NH2:7]>C(O)C.CCOCC>[OH:4][CH:2]([CH3:3])[CH2:1][NH:7][CH2:6][CH2:5][NH:8][CH2:1][CH:2]([OH:4])[CH3:3]. Reported procedure: (IV-a): Propylene oxide (142.4 g, 2.4 mol) was added dropwise over a period of 11 hours to a solution of ethylenediamine (71.9 g, 1.2 mol) in 25 mL absolute ethanol and 10 mL of nitrogen purged distilled water at 90° C. After addition, the reaction was maintained for an additional hour, then cooled to room temperature (about 20° C.). The reaction solution was concentrated by rotary evaporation to give a milky white suspension which, upon dissolution in anhydrous ether, produced a white precipita...